From a dataset of the Open Reaction Database (ORD), a public repository of structured organic reaction records. describe an organic reaction: reactants, conditions, products, and yield Starting materials: C(Cl)Cl (methylene chloride), ClC=1C=C(C=C(C1C(C)O)Cl)C(F)(F)F (3,5-dichloro-4-(1-hydroxyethyl)benzotrifluoride), C(Cl)Cl (methylene chloride), [Cr](=O)(=O)([O-])Cl.[NH+]1=CC=CC=C1 (pyridinium chlorochromate). Solvent: CCOCC (ether). Run at time 8 hour. The product is C(C)(=O)C1=C(C=C(C=C1Cl)C(F)(F)F)Cl (4-acetyl-3,5-dichlorobenzotrifluoride). Yield: 80.2%. RXN SMILES: C(Cl)Cl.[Cl:4][C:5]1[CH:6]=[C:7]([C:15]([F:18])([F:17])[F:16])[CH:8]=[C:9]([Cl:14])[C:10]=1[CH:11]([OH:13])[CH3:12].[Cr](Cl)([O-])(=O)=O.[NH+]1C=CC=CC=1>CCOCC>[C:11]([C:10]1[C:9]([Cl:14])=[CH:8][C:7]([C:15]([F:18])([F:16])[F:17])=[CH:6][C:5]=1[Cl:4])(=[O:13])[CH3:12] |f:2.3|. Procedure: An anhydrous methylene chloride solution (50 ml) of 23.5 g of 3,5-dichloro-4-(1-hydroxyethyl)benzotrifluoride (9) was added at a time to 100 ml of an anhydrous methylene chloride suspension of 30.0 g of pyridinium chlorochromate and 20 g of Celite at room temperature, and the mixture was stirred overnight. The reaction mixture was diluted with 100 ml of ether and thereafter applied to a column packed with 100 g of silica gel. Ether was used for elution, and the eluent was concentrated under redu...